Dataset: the Open Reaction Database (ORD), a public repository of structured organic reaction records. Task: describe an organic reaction: reactants, conditions, products, and yield Product: COC(=O)C(=CC1CCCC1)c1ccc(SC)nc1. The reactants are CSc1ccc(Br)cn1, C1CCOC1, C[Si](C)(C)Cl, COC(=O)C(I)=CC1CCCC1, O=C(C=Cc1ccccc1)C=Cc1ccccc1, O=C(C=Cc1ccccc1)C=Cc1ccccc1, O=C(C=Cc1ccccc1)C=Cc1ccccc1, [Pd], [Pd], c1ccc(P(c2ccccc2)c2ccccc2)cc1. RXN SMILES: [Br:37][c:38]1[cH:39][cH:40][c:41]([S:44][CH3:45])[n:42][cH:43]1.[CH2:46]1[O:47][CH2:48][CH2:49][CH2:50]1.[CH3:1][Si:2]([Cl:3])([CH3:4])[CH3:5].[CH:6]1([CH:11]=[C:12]([C:13](=[O:14])[O:15][CH3:16])[I:17])[CH2:7][CH2:8][CH2:9][CH2:10]1.[O:53]=[C:54]([CH:55]=[CH:56][c:57]1[cH:58][cH:59][cH:60][cH:61][cH:62]1)[CH:63]=[CH:64][c:65]1[cH:66][cH:67][cH:68][cH:69][cH:70]1.[O:71]=[C:72]([CH:73]=[CH:74][c:75]1[cH:76][cH:77][cH:78][cH:79][cH:80]1)[CH:81]=[CH:82][c:83]1[cH:84][cH:85][cH:86][cH:87][cH:88]1.[O:89]=[C:90]([CH:91]=[CH:92][c:93]1[cH:94][cH:95][cH:96][cH:97][cH:98]1)[CH:99]=[CH:100][c:101]1[cH:102][cH:103][cH:104][cH:105][cH:106]1.[Pd:51].[Pd:52].[c:18]1([P:19]([c:20]2[cH:21][cH:22][cH:23][cH:24][cH:25]2)[c:26]2[cH:27][cH:28][cH:29][cH:30][cH:31]2)[cH:32][cH:33][cH:34][cH:35][cH:36]1>>[CH:6]1([CH:11]=[C:12]([C:13](=[O:14])[O:15][CH3:16])[c:38]2[cH:39][cH:40][c:41]([S:44][CH3:45])[n:42][cH:43]2)[CH2:7][CH2:8][CH2:9][CH2:10]1. Reactants: CO (methanol), FC1=C(C=C(C=C1)F)[C@@H]1N(CCC1)C1=NC=2N(C=C1)N=CC2NC(=O)N2CCN(CC2)C ((R)—N-(5-(2-(2,5-difluorophenyl)pyrrolidin-1-yl)pyrazolo[1,5-a]pyrimidin-3-yl)-4-methylpiperazine-1-carboxamide), Cl (HCl). Solvent: O1CCOCC1 (dioxane). Run at time 30 minute. The product is Cl.FC1=C(C=C(C=C1)F)[C@@H]1N(CCC1)C1=NC=2N(C=C1)N=CC2NC(=O)N2CCN(CC2)C ((R)—N-(5-(2-(2,5-difluorophenyl)pyrrolidin-1-yl)pyrazolo[1,5-a]pyrimidin-3-yl)-4-methylpiperazine-1-carboxamide hydrochloride). As a reaction SMILES: CO.[F:3][C:4]1[CH:9]=[CH:8][C:7]([F:10])=[CH:6][C:5]=1[C@H:11]1[CH2:15][CH2:14][CH2:13][N:12]1[C:16]1[CH:21]=[CH:20][N:19]2[N:22]=[CH:23][C:24]([NH:25][C:26]([N:28]3[CH2:33][CH2:32][N:31]([CH3:34])[CH2:30][CH2:29]3)=[O:27])=[C:18]2[N:17]=1.[ClH:35]>O1CCOCC1>[ClH:35].[F:3][C:4]1[CH:9]=[CH:8][C:7]([F:10])=[CH:6][C:5]=1[C@H:11]1[CH2:15][CH2:14][CH2:13][N:12]1[C:16]1[CH:21]=[CH:20][N:19]2[N:22]=[CH:23][C:24]([NH:25][C:26]([N:28]3[CH2:33][CH2:32][N:31]([CH3:34])[CH2:30][CH2:29]3)=[O:27])=[C:18]2[N:17]=1 |f:4.5|. Reported procedure: To a methanol (1 mL) solution of (R)—N-(5-(2-(2,5-difluorophenyl)pyrrolidin-1-yl)pyrazolo[1,5-a]pyrimidin-3-yl)-4-methylpiperazine-1-carboxamide was added HCl as a solution is dioxane (30 μL). After 30 minutes, the reaction was concentrated to provide (R)—N-(5-(2-(2,5-difluorophenyl)pyrrolidin-1-yl)pyrazolo[1,5-a]pyrimidin-3-yl)-4-methylpiperazine-1-carboxamide hydrochloride as a yellow solid. The reactants are [H-].[Na+] (sodium hydride), O=C1NC2=CC=CC=C2C(N1CC1=CC=C(C=C1)OC)=O (2,4-dioxo-3-(4-methoxybenzyl)-1,2,3,4-tetrahydroquinazoline), BrCCCCBr (1,4-dibromobutane), Cl (hydrochloric acid). The solvent is CN(C=O)C (N,N-dimethylformamide), CN(C=O)C (N,N-dimethylformamide). Conditions: time 2 hour. Yields the product BrCCCCN1C(N(C(C2=CC=CC=C12)=O)CC1=CC=C(C=C1)OC)=O (1-(4-Bromobutyl)-2,4-dioxo-3-(4-methoxybenzyl)-1,2,3,4-tetrahydroquinazoline). Isolated yield 82.0%. RXN SMILES: [H-].[Na+].[O:3]=[C:4]1[N:13]([CH2:14][C:15]2[CH:20]=[CH:19][C:18]([O:21][CH3:22])=[CH:17][CH:16]=2)[C:12](=[O:23])[C:11]2[C:6](=[CH:7][CH:8]=[CH:9][CH:10]=2)[NH:5]1.[Br:24][CH2:25][CH2:26][CH2:27][CH2:28]Br.Cl>CN(C)C=O>[Br:24][CH2:25][CH2:26][CH2:27][CH2:28][N:5]1[C:6]2[C:11](=[CH:10][CH:9]=[CH:8][CH:7]=2)[C:12](=[O:23])[N:13]([CH2:14][C:15]2[CH:16]=[CH:17][C:18]([O:21][CH3:22])=[CH:19][CH:20]=2)[C:4]1=[O:3] |f:0.1|. Procedure details: To a suspension of sodium hydride (60% in oil, 4.34 g) in N,N-dimethylformamide (100 ml), 2,4-dioxo-3-(4-methoxybenzyl)-1,2,3,4-tetrahydroquinazoline (25.5 g) obtained in Reference Example 26 was added, and the mixture was stirred at room temperature for 2 hours. This mixture was treated dropwise with a solution of 1,4-dibromobutane (21.6 ml) in N,N-dimethylformamide (50 ml), and stirred at room temperature for 19 hours. The reaction mixture was admixed with 1N hydrochloric acid, and extracted w... Reactants: C(C)S(=O)(=O)N1CCN(CC1)C=1N=C(C(=NC1)N)C=1OC(=NN1)C1=CC=CC=C1 (5-(4-(ethylsulfonyl)piperazin-1-yl)-3-(5-phenyl-1,3,4-oxadiazol-2-yl)pyrazin-2-amine), C1=CN(C=N1)C(=O)N2C=CN=C2 (CDI), NC=1C(=NC(=CN1)N1CCN(CC1)S(=O)(=O)CC)C(=O)O (3-amino-6-(4-ethylsulfonylpiperazin-1-yl)pyrazine-2-carboxylic acid), ON=C(C1=CC=CC=C1)N (N′-hydroxybenzamidine). Run in CN(C)C=O (DMF), O (water). Conditions: time 3 hour. Product: C(C)S(=O)(=O)N1CCN(CC1)C=1N=C(C(=NC1)N)C1=NC(=NO1)C1=CC=CC=C1 (5-(4-(ethylsulfonyl)piperazin-1-yl)-3-(3-phenyl-1,2,4-oxadiazol-5-yl)pyrazin-2-amine). The yield is 30.0%. RXN SMILES: [CH2:1]([S:3]([N:6]1[CH2:11][CH2:10][N:9]([C:12]2[N:13]=[C:14]([C:19]3[O:20]C(C4C=CC=CC=4)=N[N:23]=3)[C:15]([NH2:18])=[N:16][CH:17]=2)[CH2:8][CH2:7]1)(=[O:5])=[O:4])[CH3:2].C1N=CN(C(N2C=NC=C2)=O)C=1.NC1C(C(O)=O)=NC(N2CCN(S(CC)(=O)=O)CC2)=CN=1.O[N:64]=[C:65](N)[C:66]1[CH:71]=[CH:70][CH:69]=[CH:68][CH:67]=1>CN(C=O)C.O>[CH2:1]([S:3]([N:6]1[CH2:11][CH2:10][N:9]([C:12]2[N:13]=[C:14]([C:19]3[O:20][N:64]=[C:65]([C:66]4[CH:71]=[CH:70][CH:69]=[CH:68][CH:67]=4)[N:23]=3)[C:15]([NH2:18])=[N:16][CH:17]=2)[CH2:8][CH2:7]1)(=[O:5])=[O:4])[CH3:2]. Procedure: 5-(4-(ethylsulfonyl)piperazin-1-yl)-3-(5-phenyl-1,3,4-oxadiazol-2-yl)pyrazin-2-amine (Compound I-19) CDI (102.8 mg, 0.6342 mmol) was added to a solution of 3-amino-6-(4-ethylsulfonylpiperazin-1-yl)pyrazine-2-carboxylic acid (100 mg, 0.3171 mmol) and N′-hydroxybenzamidine (86.35 mg, 0.6342 mmol) in DMF (3.000 mL) and the resulting solution stirred at RT for 3 hours and then heated at 100° C. overnight. The mixture was allowed to cool, poured in water and extracted with EtOAc. The organic extract ...